This data is from the Open Reaction Database (ORD), a public repository of structured organic reaction records. The task is: describe an organic reaction: reactants, conditions, products, and yield Product: BrC1(C(C1)C1=CC=C(OC(C(=O)OCC)(C)C)C=C1)Br (Ethyl 2-[p-(2,2-dibromocyclopropyl)phenoxy]-2-methylpropionate). Reported procedure: Ethyl 2-[p-(2,2-dibromocyclopropyl)phenoxy]-2-methylpropionate was prepared from 23.4 g. of ethyl 2-(p-vinylphenoxy)-2-methylpropionate, 39.2 g. of potassium t-butoxide and 198 g. of bromoform according to the procedure described above in Example 1, part (b). The product was isolated and hydrolyzed without further purification. The reactants are C(=C)C1=CC=C(OC(C(=O)OCC)(C)C)C=C1 (ethyl 2-(p-vinylphenoxy)-2-methylpropionate), ( b ), CC(C)([O-])C.[K+] (potassium t-butoxide), C(Br)(Br)Br (bromoform). Reaction SMILES: [CH:1]([C:3]1[CH:17]=[CH:16][C:6]([O:7][C:8]([CH3:15])([CH3:14])[C:9]([O:11][CH2:12][CH3:13])=[O:10])=[CH:5][CH:4]=1)=[CH2:2].CC(C)([O-])C.[K+].[CH:24]([Br:27])(Br)[Br:25]>>[Br:25][C:24]1([Br:27])[CH2:2][CH:1]1[C:3]1[CH:17]=[CH:16][C:6]([O:7][C:8]([CH3:15])([CH3:14])[C:9]([O:11][CH2:12][CH3:13])=[O:10])=[CH:5][CH:4]=1 |f:1.2|. Reactants: O (water), ClC1=CC=C2C(N(C(NC2=C1)=O)S(=O)(=O)C=1C=C(C(C(=O)O)=CC1)N)=O (4-[(7-chloro-2,4(1H,3H)-quinazolinedion-3-yl)sulfonyl]anthranilic acid), resultant mixture, C(CC)(=O)Cl (propionyl chloride). The solvent is O1CCOCC1 (1,4-dioxane). Product: ClC1=CC=C2C(N(C(NC2=C1)=O)S(=O)(=O)C=1C=C(C(C(=O)OC(C)(C)C)=CC1)NC(CC)=O)=O (t-butyl 4-[(7-chloro-2,4(1H,3H)-quinazolinedion-3-yl)sulfonyl]-2-N-propionylanthranilate). Reaction SMILES: [Cl:1][C:2]1[CH:11]=[C:10]2[C:5]([C:6](=[O:26])[N:7]([S:13]([C:16]3[CH:17]=[C:18]([NH2:25])[C:19](=[CH:23][CH:24]=3)[C:20]([OH:22])=[O:21])(=[O:15])=[O:14])[C:8](=[O:12])[NH:9]2)=[CH:4][CH:3]=1.[C:27](Cl)(=[O:30])[CH2:28][CH3:29].O>O1CCOCC1>[Cl:1][C:2]1[CH:11]=[C:10]2[C:5]([C:6](=[O:26])[N:7]([S:13]([C:16]3[CH:17]=[C:18]([NH:25][C:27](=[O:30])[CH2:28][CH3:29])[C:19](=[CH:23][CH:24]=3)[C:20]([O:22][C:5]([CH3:10])([CH3:6])[CH3:4])=[O:21])(=[O:15])=[O:14])[C:8](=[O:12])[NH:9]2)=[CH:4][CH:3]=1. Procedure details: 840 mg (1.86 mmol) of Compound 17 was dissolved in 8 ml of 1,4-dioxane, 240 μl (2.79 mmol) of propionyl chloride was added dropwise, then the resultant mixture was stirred overnight at 60° C. An excess of water was added to the reaction solution and the mixture was extracted with ethyl acetate. The organic layer thus obtained was washed, dried, and concentrated to obtain a crude product of t-butyl 4-[(7-chloro-2,4(1H,3H)-quinazolinedion-3-yl)sulfonyl]-2-N-propionylanthranilate. The obtained crud... The reactants are COC(=O)C1(c2ccc(N)cc2)CCC1, CC(C)O, Clc1nc2c(c(N3CCOCC3)n1)CCC2. Product: COC(=O)C1(c2ccc(Nc3nc4c(c(N5CCOCC5)n3)CCC4)cc2)CCC1. As a reaction SMILES: [CH3:17][O:18][C:19](=[O:20])[C:21]1([c:25]2[cH:26][cH:27][c:28]([NH2:31])[cH:29][cH:30]2)[CH2:22][CH2:23][CH2:24]1.[CH:32]([OH:33])([CH3:34])[CH3:35].[Cl:1][c:2]1[n:3][c:4]2[c:5]([c:6]([N:8]3[CH2:9][CH2:10][O:11][CH2:12][CH2:13]3)[n:7]1)[CH2:14][CH2:15][CH2:16]2>>[c:2]1([NH:31][c:28]2[cH:27][cH:26][c:25]([C:21]3([C:19]([O:18][CH3:17])=[O:20])[CH2:22][CH2:23][CH2:24]3)[cH:30][cH:29]2)[n:3][c:4]2[c:5]([c:6]([N:8]3[CH2:9][CH2:10][O:11][CH2:12][CH2:13]3)[n:7]1)[CH2:14][CH2:15][CH2:16]2. Starting materials: [Al+3], N#CCc1cccc(Br)c1, C1CCOC1, CCOCC, [H-], [H-], [H-], [H-], [Li+], [Na+], [OH-], O, O=S(=O)(O)O. Yields the product NCCc1cccc(Br)c1. Reaction SMILES: [Al+3:2].[Br:12][c:13]1[cH:14][c:15]([CH2:19][C:20]#[N:21])[cH:16][cH:17][cH:18]1.[CH2:24]1[O:25][CH2:26][CH2:27][CH2:28]1.[CH3:29][CH2:30][O:31][CH2:32][CH3:33].[H-:1].[H-:4].[H-:5].[H-:6].[Li+:3].[Na+:23].[OH-:22].[OH2:34].[S:7](=[O:8])(=[O:9])([OH:10])[OH:11]>>[Br:12][c:13]1[cH:14][c:15]([CH2:19][CH2:20][NH2:21])[cH:16][cH:17][cH:18]1. Reactants: Cc1ccc(-c2oncc2C(=O)O)cc1, c1ccc(N2CCNCC2)cc1. Product: Cc1ccc(-c2oncc2C(=O)N2CCN(c3ccccc3)CC2)cc1. RXN SMILES: [CH3:1][c:2]1[cH:3][cH:4][c:5](-[c:8]2[c:9]([C:13](=[O:14])[OH:15])[cH:10][n:11][o:12]2)[cH:6][cH:7]1.[c:16]1([N:22]2[CH2:23][CH2:24][NH:25][CH2:26][CH2:27]2)[cH:17][cH:18][cH:19][cH:20][cH:21]1>>[CH3:1][c:2]1[cH:3][cH:4][c:5](-[c:8]2[c:9]([C:13](=[O:15])[N:25]3[CH2:24][CH2:23][N:22]([c:16]4[cH:17][cH:18][cH:19][cH:20][cH:21]4)[CH2:27][CH2:26]3)[cH:10][n:11][o:12]2)[cH:6][cH:7]1. Starting materials: N1(N=NC=C1)CCNC1=NC=C(C(=N1)C1=CC2=C(S1)C(=CC=C2)B2OC(C(O2)(C)C)(C)C)F (N-(2-(1H-1,2,3-triazol-1-yl)ethyl)-5-fluoro-4-(7-(4,4,5,5-tetramethyl-1,3,2-dioxaborolan-2-yl)benzo[b]thiophen-2-yl)pyrimidin-2-amine), C([O-])([O-])=O.[Na+].[Na+] (sodium carbonate), C([O-])([O-])=O.[K+].[K+] (potassium carbonate), BrC=1C=C(C=C2C=CNC12)F (7-bromo-5-fluoro-1H-indole), O.O.O.O.O.O.O.O.[OH-].[Ba+2].[OH-] (barium hydroxide octahydrate), [F-].[Cs+] (cesium fluoride). The reagents and catalysts are C1=CC=C(C=C1)P([C-]2C=CC=C2)C3=CC=CC=C3.C1=CC=C(C=C1)P([C-]2C=CC=C2)C3=CC=CC=C3.Cl[Pd]Cl.[Fe+2] (Pd(dppf)Cl2). Run in CS(=O)C (DMSO), CN(C)C=O (DMF), O1CCOCC1 (dioxane), O (water), mixed solvent. Reaction conditions: temperature 80 celsius. The product is N1(N=NC=C1)CCNC1=NC=C(C(=N1)C1=CC2=C(S1)C(=CC=C2)C=2C=C(C=C1C=CNC21)F)F (N-(2-(1H-1,2,3-Triazol-1-yl)ethyl)-5-fluoro-4-(7-(5-fluoro-1H-indol-7-yl)benzo[b]thiophen-2-yl)pyrimidin-2-amine). Yield: 43.1%. Reaction SMILES: [N:1]1([CH2:6][CH2:7][NH:8][C:9]2[N:14]=[C:13]([C:15]3[S:19][C:18]4[C:20](B5OC(C)(C)C(C)(C)O5)=[CH:21][CH:22]=[CH:23][C:17]=4[CH:16]=3)[C:12]([F:33])=[CH:11][N:10]=2)[CH:5]=[CH:4][N:3]=[N:2]1.Br[C:35]1[CH:36]=[C:37]([F:44])[CH:38]=[C:39]2[C:43]=1[NH:42][CH:41]=[CH:40]2.O.O.O.O.O.O.O.O.[OH-].[Ba+2].[OH-].C(=O)([O-])[O-].[Na+].[Na+].C(=O)([O-])[O-].[K+].[K+].[F-].[Cs+]>C1C=CC(P(C2C=CC=CC=2)[C-]2C=CC=C2)=CC=1.C1C=CC(P(C2C=CC=CC=2)[C-]2C=CC=C2)=CC=1.Cl[Pd]Cl.[Fe+2].O.CS(C)=O.O1CCOCC1.CN(C=O)C>[N:1]1([CH2:6][CH2:7][NH:8][C:9]2[N:14]=[C:13]([C:15]3[S:19][C:18]4[C:20]([C:35]5[CH:36]=[C:37]([F:44])[CH:38]=[C:39]6[C:43]=5[NH:42][CH:41]=[CH:40]6)=[CH:21][CH:22]=[CH:23][C:17]=4[CH:16]=3)[C:12]([F:33])=[CH:11][N:10]=2)[CH:5]=[CH:4][N:3]=[N:2]1 |f:2.3.4.5.6.7.8.9.10.11.12,13.14.15,16.17.18,19.20,21.22.23.24|. Procedure details: Combine N-(2-(1H-1,2,3-triazol-1-yl)ethyl)-5-fluoro-4-(7-(4,4,5,5-tetramethyl-1,3,2-dioxaborolan-2-yl)benzo[b]thiophen-2-yl)pyrimidin-2-amine (0.12 g, 0.26 mmol), 7-bromo-5-fluoro-1H-indole (64 mg, 0.28 mmol, synthesized based on reference: Manfred S.; Assunta G.: Frédéric L., Eur. J. Org. Chem. 2006, 2956-2069), barium hydroxide octahydrate (0.24 g, 0.77 mmol, alternatively sodium carbonate, potassium carbonate, cesium fluoride), Pd(dppf)Cl2 (20 mg, 0.03 mmol) in 2 mL of mixed solvent of DMF (a... Starting materials: N(CC(=O)N[C@@H](C(C)C)C(=O)OCC1=CC=CC=C1)C(=O)OC(C)(C)C (Boc-Gly-Val-OBzl), Cl (HCl). Solvent: CCOC(=O)C (EtOAc). Reaction conditions: time 80 minute. The product is NCC(=O)N[C@@H](C(C)C)C(=O)OCC1=CC=CC=C1 (Gly-Val-OBzl). As a reaction SMILES: [NH:1](C(OC(C)(C)C)=O)[CH2:2][C:3]([NH:5][C@H:6]([C:10]([O:12][CH2:13][C:14]1[CH:19]=[CH:18][CH:17]=[CH:16][CH:15]=1)=[O:11])[CH:7]([CH3:9])[CH3:8])=[O:4].Cl>CCOC(C)=O>[NH2:1][CH2:2][C:3]([NH:5][C@H:6]([C:10]([O:12][CH2:13][C:14]1[CH:15]=[CH:16][CH:17]=[CH:18][CH:19]=1)=[O:11])[CH:7]([CH3:9])[CH3:8])=[O:4]. Procedure details: To 9.0 g (20.6 mmoles) oily Boc-Gly-Val-OBzl (SEQ ID NO.14) were added 250 ml 2.6M HCl in EtOAc. The mixture was stirred for 80 min. and taken to dryness Under reduced pressure. Following repeated additions of EtoAc and evaporation to dryness under reduced pressure HCl, Gly-Val-OBzl (SEQ ID NO.9) was isolated as a white powder, Yield 5.6 g (79%). Reactants: FC1=C(C(=O)N2CCC(CC2)N2CC(C2)(N2N=CC(=C2)C=2C3=C(N=CN2)N(C=C3)COCC[Si](C)(C)C)CC#N)C=CN=C1C(F)(F)F ({1-{1-[3-fluoro-2-(trifluoromethyl)isonicotinoyl]piperidin-4-yl}-3-[4-(7-{[2-(trimethylsilyl)ethoxy]methyl}-7H-pyrrolo[2,3-d]pyrimidin-4-yl)-1H-pyrazol-1-yl]azetidin-3-yl}acetonitrile), FC(C(=O)O)(F)F (trifluoroacetic acid). Run in C(Cl)Cl (methylene chloride). Conditions: time 2 hour. Product: FC1=C(C(=O)N2CCC(CC2)N2CC(C2)(N2N=CC(=C2)C=2C3=C(N=CN2)NC=C3)CC#N)C=CN=C1C(F)(F)F ({1-{1-[3-Fluoro-2-(trifluoromethyl)isonicotinoyl]piperidin-4-yl}-3-[4-(7H-pyrrolo[2,3-d]pyrimidin-4-yl)-1H-pyrazol-1-yl]azetidin-3-yl}acetonitrile). RXN SMILES: [F:1][C:2]1[C:44]([C:45]([F:48])([F:47])[F:46])=[N:43][CH:42]=[CH:41][C:3]=1[C:4]([N:6]1[CH2:11][CH2:10][CH:9]([N:12]2[CH2:15][C:14]([CH2:38][C:39]#[N:40])([N:16]3[CH:20]=[C:19]([C:21]4[C:22]5[CH:29]=[CH:28][N:27](COCC[Si](C)(C)C)[C:23]=5[N:24]=[CH:25][N:26]=4)[CH:18]=[N:17]3)[CH2:13]2)[CH2:8][CH2:7]1)=[O:5].FC(F)(F)C(O)=O>C(Cl)Cl>[F:1][C:2]1[C:44]([C:45]([F:48])([F:46])[F:47])=[N:43][CH:42]=[CH:41][C:3]=1[C:4]([N:6]1[CH2:7][CH2:8][CH:9]([N:12]2[CH2:13][C:14]([CH2:38][C:39]#[N:40])([N:16]3[CH:20]=[C:19]([C:21]4[C:22]5[CH:29]=[CH:28][NH:27][C:23]=5[N:24]=[CH:25][N:26]=4)[CH:18]=[N:17]3)[CH2:15]2)[CH2:10][CH2:11]1)=[O:5]. Procedure: Into a solution of {1-{1-[3-fluoro-2-(trifluoromethyl)isonicotinoyl]piperidin-4-yl}-3-[4-(7-{[2-(trimethylsilyl)ethoxy]methyl}-7H-pyrrolo[2,3-d]pyrimidin-4-yl)-1H-pyrazol-1-yl]azetidin-3-yl}acetonitrile (56 mg, 0.1 mmol) in methylene chloride (1.5 mL) was added trifluoroacetic acid (1.5 mL). The mixture was stirred at room temperature for 2 hours. After removing the solvents in vacuum, the residue was dissolved in a methanol solution containing 20% ethylenediamine. After being stirred at room te... The reagents and catalysts are CC(=O)O.CC(=O)O.CC(=O)O.CC(=O)O.[Rh].[Rh] (rhodium (II) acetate dimer). Yields the product COC(C(OC1CCOCC1)C1=CC(=C(C=C1)Cl)Cl)=O (rac-(3,4-dichloro-phenyl)-[(tetrahydro-pyran-4-yl)oxy]-acetic acid methyl ester). Reported procedure: In a dry 25 mL round bottom flask under argon was placed diazo-(3,4-dichloro-phenyl)-acetic acid methyl ester (from Example 1, 614 mg, 2.51 mmol), dichloromethane (10 mL) and tetrahydro-4H-pyran-4-ol (0.50 mL, 5.01 mmol). The solution was stirred at 25° C. and then rhodium (II) acetate dimer (22 mg, 0.05 mmol) was added. Gas evolution began immediately and the color changed from bright yellow to an aquagreen color. After the solution was stirred at 25° C. for 1 h, it was poured into water (10 mL... Reaction conditions: temperature 25 celsius. The solvent is O (water). The reactants are COC(C(C1=CC(=C(C=C1)Cl)Cl)=[N+]=[N-])=O (diazo-(3,4-dichloro-phenyl)-acetic acid methyl ester), ClCCl (dichloromethane), O1CCC(CC1)O (tetrahydro-4H-pyran-4-ol). Isolated yield 74.6%. Reaction SMILES: [CH3:1][O:2][C:3](=[O:15])[C:4](=[N+]=[N-])[C:5]1[CH:10]=[CH:9][C:8]([Cl:11])=[C:7]([Cl:12])[CH:6]=1.ClCCl.[O:19]1[CH2:24][CH2:23][CH:22]([OH:25])[CH2:21][CH2:20]1>CC(O)=O.CC(O)=O.CC(O)=O.CC(O)=O.[Rh].[Rh].O>[CH3:1][O:2][C:3](=[O:15])[CH:4]([C:5]1[CH:10]=[CH:9][C:8]([Cl:11])=[C:7]([Cl:12])[CH:6]=1)[O:25][CH:22]1[CH2:23][CH2:24][O:19][CH2:20][CH2:21]1 |f:3.4.5.6.7.8|.